Dataset: the Open Reaction Database (ORD), a public repository of structured organic reaction records. Task: describe an organic reaction: reactants, conditions, products, and yield The reactants are C(C1=CC=CC=C1)N (benzylamine), CN1CCOCC1 (4-Methylmorpholine), C(C)(=O)NC(C(=O)O)C=C (2-acetamido-2-vinylacetic acid), C(C(C)C)OC(=O)Cl (isobutylchloroformate). Run in C1CCOC1 (THF), C1CCOC1 (THF). Run at time 30 minute. Product: C(C)(=O)NC(C(=O)NCC1=CC=CC=C1)C=C (2-Acetamido-N-benzyl-2-vinylacetamide). Isolated yield 61.6%. RXN SMILES: CN1CCOCC1.[C:8]([NH:11][CH:12]([CH:16]=[CH2:17])[C:13]([OH:15])=O)(=[O:10])[CH3:9].C(OC(Cl)=O)C(C)C.[CH2:26]([NH2:33])[C:27]1[CH:32]=[CH:31][CH:30]=[CH:29][CH:28]=1>C1COCC1>[C:8]([NH:11][CH:12]([CH:16]=[CH2:17])[C:13]([NH:33][CH2:26][C:27]1[CH:32]=[CH:31][CH:30]=[CH:29][CH:28]=1)=[O:15])(=[O:10])[CH3:9]. Procedure: 4-Methylmorpholine (0.71 g, 6.99 mmol) was added to a suspension of 2-acetamido-2-vinylacetic acid (1.00 g, 6.99 mmol) in THF (325 mL), and the mixture was stirred at room temperature (30 min). The reaction was cooled to -10° to -15° C. and then isobutylchloroformate (1.24 g, 9.08 mmol) was then added dropwise. After stirring (10 min), a solution of benzylamine (0.75 g, 6.99 mmol) in THF (25 mL) was added (15 min). The reaction mixture was allowed to warm to 0° C. The insoluble material was filt... Reactants: [BH4-], CO, C=CCCC(=C1C(=O)Nc2cc(Cl)ccc21)c1cccc(Cl)c1, [Na+], O. Product: C=CCCC(c1cccc(Cl)c1)C1C(=O)Nc2cc(Cl)ccc21. Reaction SMILES: [BH4-:24].[CH3:27][OH:28].[Cl:1][c:2]1[cH:3][cH:4][c:5]2[c:9]([cH:10]1)[NH:8][C:7](=[O:11])[C:6]2=[C:12]([CH2:13][CH2:14][CH:15]=[CH2:16])[c:17]1[cH:18][c:19]([Cl:23])[cH:20][cH:21][cH:22]1.[Na+:25].[OH2:26]>>[Cl:1][c:2]1[cH:3][cH:4][c:5]2[c:9]([cH:10]1)[NH:8][C:7](=[O:11])[CH:6]2[CH:12]([CH2:13][CH2:14][CH:15]=[CH2:16])[c:17]1[cH:18][c:19]([Cl:23])[cH:20][cH:21][cH:22]1. The reactants are O=C(O)c1csc(Br)c1, Cn1nccc1B1OCC(C)(C)CO1, [K+], [K+], O=C([O-])[O-], C1COCCO1, O. Yields the product Cn1nccc1-c1cc(C(=O)O)cs1. Reaction SMILES: [Br:1][c:2]1[s:3][cH:4][c:5]([C:7](=[O:8])[OH:9])[cH:6]1.[CH3:16][C:17]1([CH3:18])[CH2:19][O:20][B:21]([c:23]2[cH:24][cH:25][n:26][n:27]2[CH3:28])[O:22][CH2:29]1.[K+:10].[K+:11].[O-:12][C:13]([O-:14])=[O:15].[O:30]1[CH2:31][CH2:32][O:33][CH2:34][CH2:35]1.[OH2:36]>>[c:2]1(-[c:23]2[cH:24][cH:25][n:26][n:27]2[CH3:28])[s:3][cH:4][c:5]([C:7](=[O:8])[OH:9])[cH:6]1. The reactants are CS(=O)(=O)c1ccc(N2CCc3c(Cl)ncnc32)c(F)c1, [H-], [Na+], CC(C)(C)COC(=O)N1CCC(O)CC1. The product is CC(C)(C)COC(=O)N1CCC(Oc2ncnc3c2CCN3c2ccc(S(C)(=O)=O)cc2F)CC1. RXN SMILES: [Cl:18][c:19]1[c:20]2[c:21]([n:22][cH:23][n:24]1)[N:25]([c:28]1[c:29]([F:38])[cH:30][c:31]([S:34](=[O:35])(=[O:36])[CH3:37])[cH:32][cH:33]1)[CH2:26][CH2:27]2.[H-:17].[Na+:16].[OH:1][CH:2]1[CH2:3][CH2:4][N:5]([C:8](=[O:9])[O:10][CH2:11][C:12]([CH3:13])([CH3:14])[CH3:15])[CH2:6][CH2:7]1>>[O:1]([CH:2]1[CH2:3][CH2:4][N:5]([C:8](=[O:9])[O:10][CH2:11][C:12]([CH3:13])([CH3:14])[CH3:15])[CH2:6][CH2:7]1)[c:19]1[c:20]2[c:21]([n:22][cH:23][n:24]1)[N:25]([c:28]1[c:29]([F:38])[cH:30][c:31]([S:34](=[O:35])(=[O:36])[CH3:37])[cH:32][cH:33]1)[CH2:26][CH2:27]2.